From a dataset of the Open Reaction Database (ORD), a public repository of structured organic reaction records. describe an organic reaction: reactants, conditions, products, and yield Reactants: [Ca] (calcium), NCC(=O)O (glycine), NC(CCSC)C(=O)O (DL-methionine), [O-2].[Ca+2] (calcium oxide), [O-2].[Ca+2] (calcium oxide). The solvent is O (water). The product is NCC(=O)[O-].NCC(=O)[O-].[Ca+2] (calcium bisglycinate). RXN SMILES: [NH2:1][CH2:2][C:3]([OH:5])=[O:4].[NH2:6][CH:7]([C:12]([OH:14])=[O:13])CCSC.[O-2].[Ca+2:16].[Ca]>O>[NH2:1][CH2:2][C:3]([O-:5])=[O:4].[NH2:6][CH2:7][C:12]([O-:14])=[O:13].[Ca+2:16] |f:2.3,6.7.8|. Procedure details: About 7.00 grams of water used to dissolve 86.5 grams of glycine and 70 grams of DL-methionine. Next, 47 grams of calcium oxide, which was 70% calcium by weight, was added. The solution was continually stirred until all of the calcium oxide appeared to be dissolved. The reaction formed a calcium bisglycinate chelate or complex solution.